Dataset: the Open Reaction Database (ORD), a public repository of structured organic reaction records. Task: describe an organic reaction: reactants, conditions, products, and yield Yields the product OCC(CO)NS(=O)(=O)C1=C(N=C(S1)N)C (2-Amino-4-methyl-thiazole-5-sulfonic acid (2-hydroxy-1-hydroxymethyl-ethyl)-amide). Procedure: A stirred suspension of 2-acetamido-4-methyl-thiazole-5-sulfonic acid (2-hydroxy-1-hydroxymethyl-ethyl)-amide (1.45 g, 4.69 mmol) in 6N hydrochloric acid (22 ml) was heated for 2 h at 80° C., evaporated, and saturated NaHCO3 solution (50 ml) was added. The mixture was extracted with ethyl acetate (3×50 ml), the combined organic layers washed with brine (50 ml), dried (MgSO4) and evaporated. The crude product was further purified by crystallization (dichloromethane/MeOH/hexane) to yield the title... The reactants are OCC(CO)NS(=O)(=O)C1=C(N=C(S1)NC(C)=O)C (2-acetamido-4-methyl-thiazole-5-sulfonic acid (2-hydroxy-1-hydroxymethyl-ethyl)-amide). Solvent: Cl (hydrochloric acid). As a reaction SMILES: [OH:1][CH2:2][CH:3]([NH:6][S:7]([C:10]1[S:14][C:13]([NH:15]C(=O)C)=[N:12][C:11]=1[CH3:19])(=[O:9])=[O:8])[CH2:4][OH:5]>Cl>[OH:1][CH2:2][CH:3]([NH:6][S:7]([C:10]1[S:14][C:13]([NH2:15])=[N:12][C:11]=1[CH3:19])(=[O:9])=[O:8])[CH2:4][OH:5]. Run at temperature 80 celsius. Isolated yield 43.9%. Reactants: BrC1=C(C=CC(=C1)F)C1N=C(NC(=C1C(=O)OCC)CBr)C1=NC=NS1 (Ethyl 4-(2-bromo-4-fluorophenyl)-6-(bromomethyl)-2-(1,2,4-thiadiazol-5-yl)-1,4-dihydropyrimidine-5-carboxylate), Cl.N1C(COCC1)CC(=O)O (2-(morpholin-3-yl)acetic acid hydrochloride). The product is BrC1=C(C=CC(=C1)F)C1C(=C(NC(=N1)C1=NC=NS1)CN1C(COCC1)CC(=O)O)C(=O)OCC (2-(4-((6-(2-bromo-4-fluorophenyl)-5-(ethoxycarbonyl)-2-(1,2,4-thiadiazol-5-yl)-3,6-dihydropyrimidin-4-yl)methyl)morpholin-3-yl)acetic acid). Isolated yield 33.3%. Reaction SMILES: [Br:1][C:2]1[CH:7]=[C:6]([F:8])[CH:5]=[CH:4][C:3]=1[CH:9]1[C:14]([C:15]([O:17][CH2:18][CH3:19])=[O:16])=[C:13]([CH2:20]Br)[NH:12][C:11]([C:22]2[S:26][N:25]=[CH:24][N:23]=2)=[N:10]1.Cl.[NH:28]1[CH2:33][CH2:32][O:31][CH2:30][CH:29]1[CH2:34][C:35]([OH:37])=[O:36]>>[Br:1][C:2]1[CH:7]=[C:6]([F:8])[CH:5]=[CH:4][C:3]=1[CH:9]1[N:10]=[C:11]([C:22]2[S:26][N:25]=[CH:24][N:23]=2)[NH:12][C:13]([CH2:20][N:28]2[CH2:33][CH2:32][O:31][CH2:30][CH:29]2[CH2:34][C:35]([OH:37])=[O:36])=[C:14]1[C:15]([O:17][CH2:18][CH3:19])=[O:16] |f:1.2|. Procedure details: Ethyl 4-(2-bromo-4-fluorophenyl)-6-(bromomethyl)-2-(1,2,4-thiadiazol-5-yl)-1,4-dihydropyrimidine-5-carboxylate (0.77 g, 1.53 mmol) was reacted with 2-(morpholin-3-yl)acetic acid hydrochloride (0.28 g, 1.53 mmol) according to the procedure as described in Example 1, Step C to give the title compound as a yellow solid (0.29 g, 33%). The compound was characterized by the following spectroscopic data: Starting materials: CCC(C(=O)Oc1ccc(SC)cc1)c1ccc(OC)cc1, CC(=O)O, OO. Product: CCC(C(=O)Oc1ccc(S(C)=O)cc1)c1ccc(OC)cc1. Reaction SMILES: [CH3:1][O:2][c:3]1[cH:4][cH:5][c:6]([CH:9]([C:10](=[O:11])[O:12][c:13]2[cH:14][cH:15][c:16]([S:19][CH3:20])[cH:17][cH:18]2)[CH2:21][CH3:22])[cH:7][cH:8]1.[CH3:25][C:26](=[O:27])[OH:28].[OH:23][OH:24]>>[CH3:1][O:2][c:3]1[cH:4][cH:5][c:6]([CH:9]([C:10](=[O:11])[O:12][c:13]2[cH:14][cH:15][c:16]([S:19]([CH3:20])=[O:23])[cH:17][cH:18]2)[CH2:21][CH3:22])[cH:7][cH:8]1. The reactants are ClC1=NC=NC(=C1)OC1=CC=C(C=C1)[N+](=O)[O-] (4-chloro-6-(4-nitrophenoxyl)pyrimidine), C1(CC1)C(=O)N (cyclopropanecarboxamide), C1(=CC=CC=C1)P(C1=C(C2=CC=CC=C2C=C1)C1=C(C=CC2=CC=CC=C12)P(C1=CC=CC=C1)C1=CC=CC=C1)C1=CC=CC=C1 ((±)-2,2′-bis(diphenylphosphino)-1,1′-binaphthalene), C(=O)([O-])[O-].[Cs+].[Cs+] (Cs2CO3). The reagents and catalysts are C=1C=CC(=CC1)/C=C/C(=O)/C=C/C2=CC=CC=C2.C=1C=CC(=CC1)/C=C/C(=O)/C=C/C2=CC=CC=C2.C=1C=CC(=CC1)/C=C/C(=O)/C=C/C2=CC=CC=C2.[Pd].[Pd] (tris(dibenzylideneacetone)dipalladium). Run in O1CCOCC1 (1,4-dioxane). Reaction conditions: temperature 100 celsius, time 12 hour. The product is [N+](=O)([O-])C1=CC=C(OC2=CC(=NC=N2)NC(=O)C2CC2)C=C1 (N-[6-(4-nitrophenoxyl)pyrimidin-4-yl]cyclopropanecarboxamide). Isolated yield 46.2%. RXN SMILES: Cl[C:2]1[CH:7]=[C:6]([O:8][C:9]2[CH:14]=[CH:13][C:12]([N+:15]([O-:17])=[O:16])=[CH:11][CH:10]=2)[N:5]=[CH:4][N:3]=1.[CH:18]1([C:21]([NH2:23])=[O:22])[CH2:20][CH2:19]1.C1(P(C2C=CC=CC=2)C2C=CC3C(=CC=CC=3)C=2C2C3C(=CC=CC=3)C=CC=2P(C2C=CC=CC=2)C2C=CC=CC=2)C=CC=CC=1.C([O-])([O-])=O.[Cs+].[Cs+]>C1C=CC(/C=C/C(/C=C/C2C=CC=CC=2)=O)=CC=1.C1C=CC(/C=C/C(/C=C/C2C=CC=CC=2)=O)=CC=1.C1C=CC(/C=C/C(/C=C/C2C=CC=CC=2)=O)=CC=1.[Pd].[Pd].O1CCOCC1>[N+:15]([C:12]1[CH:13]=[CH:14][C:9]([O:8][C:6]2[N:5]=[CH:4][N:3]=[C:2]([NH:23][C:21]([CH:18]3[CH2:20][CH2:19]3)=[O:22])[CH:7]=2)=[CH:10][CH:11]=1)([O-:17])=[O:16] |f:3.4.5,6.7.8.9.10|. Procedure details: Mix 4-chloro-6-(4-nitrophenoxyl)pyrimidine (10.6 g, 39.68 mmol), cyclopropanecarboxamide (8.7 g, 99.2 mmol) and 1,4-dioxane (150 mL). Then under N2, add tris(dibenzylideneacetone)dipalladium [Pd2(dba)3, 1.8 g, 1.98 mmol], (±)-2,2′-bis(diphenylphosphino)-1,1′-binaphthalene (BINAP, 2.5 g, 3.97 mmol), Cs2CO3 (32 g, 99.5 mmol), and stir at 100° C. for 12 hrs. Cool to room temperature, filter, concentration and purification by chromatography (silica gel, DCM:EtOAc=1:5) afford the title compound (5.5 ... Reactants: ester, N#N.C(C1=CC=CC=C1)(=O)NC(CC(CC([C@H](NC(=O)OCC1=CC=CC=C1)C(=O)N1[C@H](C(=O)OCC2=CC=CC=C2)CCC1)CCCNC(=O)OCC1=CC=CC=C1)O)C1=CC=CC=C1 (N2 [3-(Benzoylamino-2-hydroxy-4-phenylbutyl]-N2 -[(phenylmethoxy)carbonyl]-N6 -[(phenylmethoxy)carbonyl]-L-lysyl]-L-proline, phenylmethyl ester), C(CCC)O (n-butanol), C(C)(=O)O (acetic acid), Cl.C(C1=CC=CC=C1)(=O)N[C@H](C(CN[C@@H](CCCCN)C(=O)N1[C@H](C(=O)O)CCC1)O)CC1=CC=CC=C1 ((3S)-1-[N-[3-(benzoylamino)-2-hydroxy-4-phenylbutyl]-L-lysyl]-L-proline, hydrochloride). Product: Cl.Cl.C(C1=CC=CC=C1)(=O)N[C@H](C(CN[C@@H](CCCCN)C(=O)N1[C@H](C(=O)O)CCC1)O)CC1=CC=CC=C1 ((3S)-1-[N-[3-(Benzoylamino)-2-hydroxy-4-phenylbutyl]-L-lysyl]-L-proline, dihydrochloride). Solvent: O (water), C(C)O (ethanol). Reported procedure: A solution of the ester product from part (e) (0.55 g., 0.64 mmole) in 95% ethanol (50 ml.) containing 10% palladium on carbon catalyst (0.2 g.) is hydrogenated under atmospheric pressure overnight. The catalyst is filtered, washed with 95% ethanol, and the filtrate and the washings are concentrated into an oily residue. This is treated for 5 minutes with 1.4N hydrochloric acid/acetic acid (10 ml.). The reaction mixture is concentrated under reduced pressure and the residue triturated with ether... The reagents and catalysts are [Pd] (palladium on carbon). RXN SMILES: N#N.C(NC(C1C=CC=CC=1)CC(O)CC(CCCNC(OCC1C=CC=CC=1)=O)[C@@H](C(N1CCC[C@H]1C(OCC1C=CC=CC=1)=O)=O)NC(OCC1C=CC=CC=1)=O)(=O)C1C=CC=CC=1.[ClH:67].[C:68]([NH:76][C@@H:77]([CH2:98][C:99]1[CH:104]=[CH:103][CH:102]=[CH:101][CH:100]=1)[CH:78]([OH:97])[CH2:79][NH:80][C@H:81]([C:87]([N:89]1[CH2:96][CH2:95][CH2:94][C@H:90]1[C:91]([OH:93])=[O:92])=[O:88])[CH2:82][CH2:83][CH2:84][CH2:85][NH2:86])(=[O:75])[C:69]1[CH:74]=[CH:73][CH:72]=[CH:71][CH:70]=1.C(O)CCC.C(O)(=O)C>C(O)C.[Pd].O>[ClH:67].[ClH:67].[C:68]([NH:76][C@@H:77]([CH2:98][C:99]1[CH:104]=[CH:103][CH:102]=[CH:101][CH:100]=1)[CH:78]([OH:97])[CH2:79][NH:80][C@H:81]([C:87]([N:89]1[CH2:96][CH2:95][CH2:94][C@H:90]1[C:91]([OH:93])=[O:92])=[O:88])[CH2:82][CH2:83][CH2:84][CH2:85][NH2:86])(=[O:75])[C:69]1[CH:74]=[CH:73][CH:72]=[CH:71][CH:70]=1 |f:0.1,2.3,9.10.11|.